From a dataset of the Open Reaction Database (ORD), a public repository of structured organic reaction records. describe an organic reaction: reactants, conditions, products, and yield Reactants: C1(=CC=C(C=C1)C(=O)N1[C@@H](CC(C1)=NOC)CC(=O)O)C1=CC=CC=C1 ([(2S,4EZ)-1-(biphenyl-4-ylcarbonyl)-4-(methoxyimino)pyrrolidin-2-yl]acetic acid), C1(=CC=C(C=C1)C(=O)N1[C@@H](CC(C1)=NOC)CC(=O)O)C1=CC=CC=C1 ([(2S,4EZ)-1-(biphenyl-4-ylcarbonyl)-4-(methoxyimino)pyrrolidin-2-yl]acetic acid), C=1C=CC2=C(C1)N=NN2O (HOBt), C(CCl)Cl (EDC), N (ammonia), O1CCOCC1 (dioxane). Reagents/catalysts: CN(C)C=1C=CN=CC1 (DMAP). Solvent: O1CCCC1 (tetrahydrofuran), C(C)(=O)OCC (Ethyl acetate). Yields the product C1(=CC=C(C=C1)C(=O)N1[C@@H](CC(C1)=NOC)CC(=O)N)C1=CC=CC=C1 (2-[(2S,4EZ)-1-(biphenyl-4-ylcarbonyl)-4-(methoxyimino)pyrrolidin-2-yl]acetamide). Yield: 81.0%. RXN SMILES: [C:1]1(C2C=CC=CC=2)[CH:6]=[CH:5][C:4]([C:7]([N:9]2[CH2:13][C:12](=[N:14][O:15][CH3:16])[CH2:11][C@H:10]2[CH2:17][C:18]([OH:20])=O)=[O:8])=[CH:3][CH:2]=1.[CH:27]1[CH:28]=[CH:29][C:30]2N(O)N=N[C:31]=2[CH:32]=1.C(Cl)CCl.[NH3:41].O1CCOCC1>O1CCCC1.CN(C1C=CN=CC=1)C.C(OCC)(=O)C>[C:1]1([C:27]2[CH:28]=[CH:29][CH:30]=[CH:31][CH:32]=2)[CH:2]=[CH:3][C:4]([C:7]([N:9]2[CH2:13][C:12](=[N:14][O:15][CH3:16])[CH2:11][C@H:10]2[CH2:17][C:18]([NH2:41])=[O:20])=[O:8])=[CH:5][CH:6]=1. Procedure: To a solution of [(2S,4EZ)-1-(biphenyl-4-ylcarbonyl)-4-(methoxyimino)pyrrolidin-2-yl]acetic acid (intermediate 7, 50 mg, 0.14 mmol) in tetrahydrofuran (4 ml) were added HOBt (29 mg, 0.21 mmol), EDC (41 mg, 0.21 mmol), DMAP (2 mg, 0.01 mmol) followed by ammonia in dioxane (0.425 ml, 2M, 0.21 mmol). The reaction mixture was stirred overnight Ethyl acetate was added and the organic phase was washed with citric acid 5%, NH4Cl, NaHCO3 then brine. The organic phase was dried (MgSO4) and concentrated t... Starting materials: [BH4-], CC(C)(C)OC(=O)NC(CCCNC(=O)OCc1ccccc1)C(=O)O, CCN(C(C)C)C(C)C, CCOC(=O)Cl, Cl, [Na+], C1CCOC1. The product is CC(C)(C)OC(=O)NC(CO)CCCNC(=O)OCc1ccccc1. As a reaction SMILES: [BH4-:42].[C:1](=[O:2])([O:3][C:4]([CH3:5])([CH3:6])[CH3:7])[NH:8][CH:9]([CH2:10][CH2:11][CH2:12][NH:13][C:14](=[O:15])[O:16][CH2:17][c:18]1[cH:19][cH:20][cH:21][cH:22][cH:23]1)[C:24](=[O:25])[OH:26].[CH:27]([N:28]([CH:29]([CH3:30])[CH3:31])[CH2:32][CH3:33])([CH3:34])[CH3:35].[Cl:36][C:37]([O:38][CH2:39][CH3:40])=[O:41].[ClH:44].[Na+:43].[O:45]1[CH2:46][CH2:47][CH2:48][CH2:49]1>>[C:1](=[O:2])([O:3][C:4]([CH3:5])([CH3:6])[CH3:7])[NH:8][CH:9]([CH2:10][CH2:11][CH2:12][NH:13][C:14](=[O:15])[O:16][CH2:17][c:18]1[cH:19][cH:20][cH:21][cH:22][cH:23]1)[CH2:24][OH:25].